The task is: describe an organic reaction: reactants, conditions, products, and yield. This data is from the Open Reaction Database (ORD), a public repository of structured organic reaction records. The reactants are ClC1=NC=CC(=C1)C#N (2-chloro-4-pyridinecarbonitrile), C(=O)([O-])[O-].[Cs+].[Cs+] (Cs2CO3), FC(C1=CC=C(C=C1)B(O)O)(F)F (4-(trifluoromethyl)phenylboronic acid). The reagents and catalysts are C(C)(=O)[O-].[Pd+2].C(C)(=O)[O-] (palladium acetate), C1(CCCCC1)P(C1=C(C=CC=C1)C1=C(C=C(C=C1C(C)C)C(C)C)C(C)C)C1CCCCC1 (2-dicyclohexylphosphino-2′,4′,6′-triisopropylbiphenyl). Solvent: O1CCOCC1 (dioxane). Run at temperature 100 celsius. Yields the product FC(C1=CC=C(C=C1)C=1C=C(C#N)C=CN1)(F)F (2-(4-Trifluoromethyl-phenyl)-isonicotinonitrile). The yield is 77.0%. RXN SMILES: Cl[C:2]1[CH:7]=[C:6]([C:8]#[N:9])[CH:5]=[CH:4][N:3]=1.C([O-])([O-])=O.[Cs+].[Cs+].[F:16][C:17]([F:28])([F:27])[C:18]1[CH:23]=[CH:22][C:21](B(O)O)=[CH:20][CH:19]=1>O1CCOCC1.C([O-])(=O)C.[Pd+2].C([O-])(=O)C.C1(P(C2CCCCC2)C2C=CC=CC=2C2C(C(C)C)=CC(C(C)C)=CC=2C(C)C)CCCCC1>[F:16][C:17]([F:28])([F:27])[C:18]1[CH:23]=[CH:22][C:21]([C:2]2[CH:7]=[C:6]([CH:5]=[CH:4][N:3]=2)[C:8]#[N:9])=[CH:20][CH:19]=1 |f:1.2.3,6.7.8|. Procedure: To a suspension of 2-chloro-4-pyridinecarbonitrile (0.50 g, 3.61 mmol), Cs2CO3 (1.70 g, 7.22 mmol) and 4-(trifluoromethyl)phenylboronic acid (0.82 g, 3.61 mmol) in dioxane (18 mL) was added palladium acetate (0.02 g, 0.07 mmol) and 2-dicyclohexylphosphino-2′,4′,6′-triisopropylbiphenyl (0.07 g, 0.14 mmol). The reaction vessel was sealed and heated to 100° C. for 4 hours and cooled to rt. The reaction mixture was filtered through a pad of celite, concentrated and purified by FCC (0%-100% EtOAc in ... Starting materials: C(#N)C1=CC2=C(NC([C@H]([C@@H](N2)C)NC(OC(C)(C)C)=O)=O)C=C1 (tert-butyl(3S,4S)-7-cyano-4-methyl-2-oxo-2,3,4,5-tetrahydro-1H-benzo[b][1,4]diazepin-3-ylcarbamate), CS(=O)(=O)OCC1=C(C=NC2=CC=CC=C12)C1CC1 ((3-cyclopropylquinolin-4-yl)methyl methanesulfonate), C([O-])([O-])=O.[Cs+].[Cs+] (cesium carbonate). The solvent is CN(C)C=O (DMF), CCOC(=O)C (EtOAc). Conditions: time 2.5 hour. Yields the product C(#N)C1=CC2=C(N(C([C@H]([C@@H](N2)C)NC(OC(C)(C)C)=O)=O)CC2=C(C=NC3=CC=CC=C23)C2CC2)C=C1 (tert-butyl(3S,4S)-7-cyano-1-((3-cyclopropylquinolin-4-yl)methyl)-4-methyl-2-oxo-2,3,4,5-tetrahydro-1H-benzo[b][1,4]diazepin-3-ylcarbamate). The yield is 59.5%. Reaction SMILES: [C:1]([C:3]1[CH:23]=[CH:22][C:6]2[NH:7][C:8](=[O:21])[C@@H:9]([NH:13][C:14](=[O:20])[O:15][C:16]([CH3:19])([CH3:18])[CH3:17])[C@H:10]([CH3:12])[NH:11][C:5]=2[CH:4]=1)#[N:2].CS(O[CH2:29][C:30]1[C:39]2[C:34](=[CH:35][CH:36]=[CH:37][CH:38]=2)[N:33]=[CH:32][C:31]=1[CH:40]1[CH2:42][CH2:41]1)(=O)=O.C(=O)([O-])[O-].[Cs+].[Cs+]>CN(C=O)C.CCOC(C)=O>[C:1]([C:3]1[CH:23]=[CH:22][C:6]2[N:7]([CH2:29][C:30]3[C:39]4[C:34](=[CH:35][CH:36]=[CH:37][CH:38]=4)[N:33]=[CH:32][C:31]=3[CH:40]3[CH2:41][CH2:42]3)[C:8](=[O:21])[C@@H:9]([NH:13][C:14](=[O:20])[O:15][C:16]([CH3:18])([CH3:19])[CH3:17])[C@H:10]([CH3:12])[NH:11][C:5]=2[CH:4]=1)#[N:2] |f:2.3.4|. Procedure details: To a rt solution of tert-butyl(3S,4S)-7-cyano-4-methyl-2-oxo-2,3,4,5-tetrahydro-1H-benzo[b][1,4]diazepin-3-ylcarbamate (155 mg, 490 μmol) in DMF (1.22 ml) was added (3-cyclopropylquinolin-4-yl)methyl methanesulfonate (149 mg, 539 μmol) and cesium carbonate (479 mg, 1.47 mmol). The reaction was stirred at rt for 2.5 h, then diluted with EtOAc, washed with H2O and sat. aq. NaCl, dried over Na2SO4, filtered, and concentrated. The crude material was purified by flash chromatography to provide tert-b...